The task is: describe an organic reaction: reactants, conditions, products, and yield. This data is from the Open Reaction Database (ORD), a public repository of structured organic reaction records. Reactants: O=C([O-])[O-], BrCc1ccccc1, CC#N, [K+], [K+], CC(=O)c1cc(O)ccc1O. Yields the product CC(=O)c1cc(OCc2ccccc2)ccc1O. Reaction SMILES: [C:20](=[O:21])([O-:22])[O-:23].[CH2:12]([c:13]1[cH:14][cH:15][cH:16][cH:17][cH:18]1)[Br:19].[CH3:26][C:27]#[N:28].[K+:24].[K+:25].[OH:1][c:2]1[c:3]([C:9]([CH3:10])=[O:11])[cH:4][c:5]([OH:8])[cH:6][cH:7]1>>[OH:1][c:2]1[c:3]([C:9]([CH3:10])=[O:11])[cH:4][c:5]([O:8][CH2:12][c:13]2[cH:14][cH:15][cH:16][cH:17][cH:18]2)[cH:6][cH:7]1.